From a dataset of the Open Reaction Database (ORD), a public repository of structured organic reaction records. describe an organic reaction: reactants, conditions, products, and yield Starting materials: S1C2=C(C=C1)C=CC=C2 (benzo[b]thiophene), [Li]C(C)(C)C (t-BuLi), C(C1=CC=CC=C1)Br (benzyl bromide). Solvent: C1CCOC1 (THF), hexanes. The product is C(C1=CC=CC=C1)C1=CC2=C(S1)C=CC=C2 (2-Benzylbenzo[b]thiophene), yellow solid. Yield: 39.0%. Reaction SMILES: [S:1]1[CH:5]=[CH:4][C:3]2[CH:6]=[CH:7][CH:8]=[CH:9][C:2]1=2.[Li]C(C)(C)C.[CH2:15](Br)[C:16]1[CH:21]=[CH:20][CH:19]=[CH:18][CH:17]=1>C1COCC1>[CH2:15]([C:5]1[S:1][C:2]2[CH:9]=[CH:8][CH:7]=[CH:6][C:3]=2[CH:4]=1)[C:16]1[CH:21]=[CH:20][CH:19]=[CH:18][CH:17]=1. Procedure details: 2-Benzylbenzo[b]thiophene was prepared by the method of Example 40A with benzo[b]thiophene (7.5 mmoles, 1.0 g), t-BuLi (1.7M, 11.2 mmoles, 6.6 ml), benzyl bromide (10.2 mmoles, 1.3 ml) and THF (20 ml). Flash chromatography (hexanes) provided 0.66 g (39%) of a yellow solid. The reactants are COC(=O)C=1N=C(SC1)NC([C@H](CC1=CC=CC=C1)NC(C(C1=CC(=C(C=C1)OC)F)N)=O)=O (2-{(S)-2-[2-amino-2-(3-fluoro-4-methoxy-phenyl)-acetylamino]-3-phenyl-propionylamino}-thiazole-4-carboxylic acid methyl ester), C(C)(C)N(CC)C(C)C (diisopropylethylamine), O=C(OC(Cl)(Cl)Cl)Cl (diphosgene). Run in O1CCCC1 (tetrahydrofuran), C1(=CC=CC=C1)C (toluene), O1CCCC1 (tetrahydrofuran), C(C)(=O)OCC (ethyl acetate). Reaction conditions: temperature 0 celsius, time 15 minute. The product is COC(=O)C=1N=C(SC1)NC([C@H](CC1=CC=CC=C1)N1C(NC(C1=O)C1=CC(=C(C=C1)OC)F)=O)=O (2-{(S)-2-[4-(3-fluoro-4-methoxy-phenyl)-2,5-dioxo-imidazolidin-1-yl]-3-phenyl-propionylamino}-thiazole-4-carboxylic acid methyl ester). Yield: 113.8%. RXN SMILES: [CH3:1][O:2][C:3]([C:5]1[N:6]=[C:7]([NH:10][C:11](=[O:34])[C@@H:12]([NH:20][C:21](=[O:33])[CH:22]([NH2:32])[C:23]2[CH:28]=[CH:27][C:26]([O:29][CH3:30])=[C:25]([F:31])[CH:24]=2)[CH2:13][C:14]2[CH:19]=[CH:18][CH:17]=[CH:16][CH:15]=2)[S:8][CH:9]=1)=[O:4].C(N(C(C)C)CC)(C)C.[O:44]=[C:45](Cl)OC(Cl)(Cl)Cl>O1CCCC1.C1(C)C=CC=CC=1.C(OCC)(=O)C>[CH3:1][O:2][C:3]([C:5]1[N:6]=[C:7]([NH:10][C:11](=[O:34])[C@@H:12]([N:20]2[C:21](=[O:33])[CH:22]([C:23]3[CH:28]=[CH:27][C:26]([O:29][CH3:30])=[C:25]([F:31])[CH:24]=3)[NH:32][C:45]2=[O:44])[CH2:13][C:14]2[CH:19]=[CH:18][CH:17]=[CH:16][CH:15]=2)[S:8][CH:9]=1)=[O:4]. Procedure: To a solution of 2-{(S)-2-[2-amino-2-(3-fluoro-4-methoxy-phenyl)-acetylamino]-3-phenyl-propionylamino}-thiazole-4-carboxylic acid methyl ester (0.335 g, 0.688 mmol) and diisopropylethylamine (0.48 mL, 2.75 mmol) in tetrahydrofuran (10 mL) was added to a solution of diphosgene (0.057 mL, 0.48 mmol) in a mixture of toluene (10 mL) and tetrahydrofuran (10 mL) over 10 minute at 0° C. The mixture was stirred at 0° C. for 15 minutes and then diluted with ethyl acetate. The mixture was washed with wate... Reactants: CCOC(=O)C(CC1(C)CC1)Sc1ccc(Br)cc1, CO, [Li+], [OH-]. Product: CC1(CC(Sc2ccc(Br)cc2)C(=O)O)CC1. Reaction SMILES: [Br:1][c:2]1[cH:3][cH:4][c:5]([S:8][CH:9]([C:10](=[O:11])[O:12][CH2:13][CH3:14])[CH2:15][C:16]2([CH3:19])[CH2:17][CH2:18]2)[cH:6][cH:7]1.[CH3:22][OH:23].[Li+:21].[OH-:20]>>[Br:1][c:2]1[cH:3][cH:4][c:5]([S:8][CH:9]([C:10](=[O:11])[OH:12])[CH2:15][C:16]2([CH3:19])[CH2:17][CH2:18]2)[cH:6][cH:7]1. The solvent is CN(C=O)C (N,N-dimethylformamide). Procedure details: 2,2,2-Trifluoroethyl trichloromethanesulfonate (1.8 g, 6.40 mmol) was added to a solution of 4,4-dimethyl-7-nitro-1,2,3,4-tetrahydroisoquinoline (0.8 g, 3.88 mmol) and sodium bicarbonate (0.66 g, 7.86 mmol) in N,N-dimethylformamide (50 mL). The reaction mixture was stirred at 60° C. for 16 hour. The mixture was concentrated, and CH2Cl2 (70 mL) and water (70 mL) were added to the residue. After separation, the aqueous layer was extracted with CH2Cl2 again. The combined organic layers were washed ... Reaction conditions: temperature 60 celsius, time 16 hour. The reactants are ClC(S(=O)(=O)OCC(F)(F)F)(Cl)Cl (2,2,2-Trifluoroethyl trichloromethanesulfonate), CC1(CNCC2=CC(=CC=C12)[N+](=O)[O-])C (4,4-dimethyl-7-nitro-1,2,3,4-tetrahydroisoquinoline), C([O-])(O)=O.[Na+] (sodium bicarbonate). The product is CC1(CN(CC2=CC(=CC=C12)[N+](=O)[O-])CC(F)(F)F)C (4,4-dimethyl-7-nitro-2-(2,2,2-trifluoroethyl)-1,2,3,4-tetrahydroisoquinoline). Reaction SMILES: ClC(Cl)(Cl)S(O[CH2:7][C:8]([F:11])([F:10])[F:9])(=O)=O.[CH3:14][C:15]1([CH3:28])[C:24]2[C:19](=[CH:20][C:21]([N+:25]([O-:27])=[O:26])=[CH:22][CH:23]=2)[CH2:18][NH:17][CH2:16]1.C(=O)(O)[O-].[Na+]>CN(C)C=O>[CH3:14][C:15]1([CH3:28])[C:24]2[C:19](=[CH:20][C:21]([N+:25]([O-:27])=[O:26])=[CH:22][CH:23]=2)[CH2:18][N:17]([CH2:7][C:8]([F:11])([F:10])[F:9])[CH2:16]1 |f:2.3|. Reactants: CCOC(=O)C1(S(=O)(=O)c2ccc(C(F)(F)F)cc2)CC1, ClC(Cl)Cl, CC(C)O, [Li+], [OH-], O. The product is O=C(O)C1(S(=O)(=O)c2ccc(C(F)(F)F)cc2)CC1. As a reaction SMILES: [CH2:1]([CH3:2])[O:3][C:4](=[O:5])[C:6]1([S:9](=[O:10])(=[O:11])[c:12]2[cH:13][cH:14][c:15]([C:18]([F:19])([F:20])[F:21])[cH:16][cH:17]2)[CH2:7][CH2:8]1.[CH:25]([Cl:26])([Cl:27])[Cl:28].[CH:29]([OH:30])([CH3:31])[CH3:32].[Li+:24].[OH-:23].[OH2:22]>>[O:3]=[C:4]([OH:5])[C:6]1([S:9](=[O:10])(=[O:11])[c:12]2[cH:13][cH:14][c:15]([C:18]([F:19])([F:20])[F:21])[cH:16][cH:17]2)[CH2:7][CH2:8]1. Reactants: C(=O)C1=C(NC(=C1C)C)C(=O)OC (methyl 3-formyl-4,5-dimethylpyrrole-2-carboxylate), BrCCF (1-bromo-2-fluoroethane). The product is FCCN1C(=C(C(=C1C)C)C=O)C(=O)OC (Methyl 1-(2-fluoroethyl)-3-formyl-4,5-dimethylpyrrole-2-carboxylate). Reaction SMILES: [CH:1]([C:3]1[C:7]([CH3:8])=[C:6]([CH3:9])[NH:5][C:4]=1[C:10]([O:12][CH3:13])=[O:11])=[O:2].Br[CH2:15][CH2:16][F:17]>>[F:17][CH2:16][CH2:15][N:5]1[C:6]([CH3:9])=[C:7]([CH3:8])[C:3]([CH:1]=[O:2])=[C:4]1[C:10]([O:12][CH3:13])=[O:11]. Procedure: The title compound was prepared as pale brown crystals in 77.4% yeild in a similar procedure to that described in Referential Example 9 by using methyl 3-formyl-4,5-dimethylpyrrole-2-carboxylate and 1-bromo-2-fluoroethane. Starting materials: [I-].C[S+](=O)(C)C (trimethylsulfoxonium iodide), BrC1=CC=C(C=C1)/C=C/C(=O)OC(C)(C)C ((E)-tert-butyl 3-(4-bromophenyl)acrylate), [S] (sulfur), CC(C)([O-])C.[Na+] (sodium tert-butoxide). Solvent: CS(=O)C (dimethyl sulfoxide), CC(=O)N(C)C (dimethylacetamide), CS(=O)C (dimethyl sulfoxide). Yields the product BrC1=CC=C(C=C1)C1C(C1)C(=O)OC(C)(C)C (tert-butyl 2-(4-bromophenyl)cyclopropanecarboxylate). Isolated yield 74.7%. RXN SMILES: [I-].C[S+](C)(C)=O.[CH3:7]C(C)([O-])C.[Na+].[Br:13][C:14]1[CH:19]=[CH:18][C:17](/[CH:20]=[CH:21]/[C:22]([O:24][C:25]([CH3:28])([CH3:27])[CH3:26])=[O:23])=[CH:16][CH:15]=1.[S]>CS(C)=O.CC(N(C)C)=O>[Br:13][C:14]1[CH:15]=[CH:16][C:17]([CH:20]2[CH2:7][CH:21]2[C:22]([O:24][C:25]([CH3:28])([CH3:27])[CH3:26])=[O:23])=[CH:18][CH:19]=1 |f:0.1,2.3,^3:28|. Procedure: In a round-bottom flask, mixed trimethylsulfoxonium iodide (6.6 g, 30 mmol) in dimethyl sulfoxide (28 mL, KF=266 ppm H2O) and dimethylacetamide (12 mL, KF=249 ppm H2O). Added sodium tert-butoxide (2.7 g, 28 mmol) in one portion. Stirred the suspension for NLT 0.5 H at room temperature. Separately, mixed (E)-tert-butyl 3-(4-bromophenyl)acrylate 1 (5.66 g, 20 mmol) in dimethyl sulfoxide (20 mL) and heated to 50° C. Then, transferred the sulfur ylide mixture (slight suspension) by cannula (<10 min ... Starting materials: OC1=CC=C(C=C1)C=CC(C=CC1=CC=C(C=C1)O)=O (1,5-Bis(4-hydroxyphenyl)penta 1,4-diene-3-one). The reagents and catalysts are [Pd] (Pd/C). Run in C(C)(=O)O (acetic acid). Reaction conditions: time 2 hour. The product is OC1=CC=C(C=C1)CCC(CCC1=CC=C(C=C1)O)=O (1,5-Bis(4-hydroxyphenyl)pentan-3-one). Yield: 88.8%. RXN SMILES: [OH:1][C:2]1[CH:7]=[CH:6][C:5]([CH:8]=[CH:9][C:10](=[O:20])[CH:11]=[CH:12][C:13]2[CH:18]=[CH:17][C:16]([OH:19])=[CH:15][CH:14]=2)=[CH:4][CH:3]=1>C(O)(=O)C.[Pd]>[OH:1][C:2]1[CH:7]=[CH:6][C:5]([CH2:8][CH2:9][C:10](=[O:20])[CH2:11][CH2:12][C:13]2[CH:14]=[CH:15][C:16]([OH:19])=[CH:17][CH:18]=2)=[CH:4][CH:3]=1. Reported procedure: A mixture of 20 g (0.075 mol) of 1,5-bis(4-hydroxyphenyl)penta 1,4-diene-3-one of Example 16 in 200 ml of glacial acetic acid and 1.5 g of 5% Pd/C was placed on a Parr hydrogenator for 2 hours under hydrogen. This reaction was repeated and the two solutions were filtered and evaporated to give a viscous oil (18 g). This was chromotographed on a silica gel column (Woelm) and eluted with CHCl3 :MeOH (95:5). The product (7.0 g) was recovered first and then 9.0 g of the corresponding alcohol. Reactants: C(C)OC(=O)C1(CCN(CC1)CC1=CC=C(C=C1)C#N)S(=O)(=O)C1=CC=C(C=C1)OCC#CC (4-(4-But-2-ynyloxy-benzenesulfonyl)-1-(4-cyano-benzyl)-piperidine-4-carboxylic acid ethyl ester), CO (Methanol), [OH-].[Na+] (NaOH). Procedure: 4-(4-But-2-ynyloxy-benzenesulfonyl)-1-(4-cyano-benzyl)-piperidine-4-carboxylic acid was prepared starting from 4-(4-But-2-ynyloxy-benzenesulfonyl)-1-(4-cyano-benzyl)-piperidine-4-carboxylic acid ethyl ester (4 g, 8.3 mmol) dissolved in THF:Methanol (60:30 ml) and 10 N NaOH (10 ml). The resulting reaction mixture was worked up as outlined in Example 1 (Step 7). Yield 1.8 g (48%); off white solid; MS: 441.9 (M+H)+ RXN SMILES: C([O:3][C:4]([C:6]1([S:21]([C:24]2[CH:29]=[CH:28][C:27]([O:30][CH2:31][C:32]#[C:33][CH3:34])=[CH:26][CH:25]=2)(=[O:23])=[O:22])[CH2:11][CH2:10][N:9]([CH2:12][C:13]2[CH:18]=[CH:17][C:16]([C:19]#[N:20])=[CH:15][CH:14]=2)[CH2:8][CH2:7]1)=[O:5])C.CO.[OH-].[Na+]>C1COCC1>[CH2:31]([O:30][C:27]1[CH:28]=[CH:29][C:24]([S:21]([C:6]2([C:4]([OH:5])=[O:3])[CH2:11][CH2:10][N:9]([CH2:12][C:13]3[CH:14]=[CH:15][C:16]([C:19]#[N:20])=[CH:17][CH:18]=3)[CH2:8][CH2:7]2)(=[O:22])=[O:23])=[CH:25][CH:26]=1)[C:32]#[C:33][CH3:34] |f:2.3|. Yields the product C(C#CC)OC1=CC=C(C=C1)S(=O)(=O)C1(CCN(CC1)CC1=CC=C(C=C1)C#N)C(=O)O (4-(4-But-2-ynyloxy-benzenesulfonyl)-1-(4-cyano-benzyl)-piperidine-4-carboxylic acid). Solvent: C1CCOC1 (THF).